From a dataset of the Open Reaction Database (ORD), a public repository of structured organic reaction records. describe an organic reaction: reactants, conditions, products, and yield Reactants: II (iodine), solution, FC(OC1=C(C=CC=C1)NC(OCC)=O)(F)F (ethyl N-[2-(trifluoromethoxy)phenyl]carbamate). Solvent: C1CCOC1 (THF), C1CCCCC1 (cyclohexane), C1CCOC1 (THF). Reaction conditions: time 1 hour. Product: IC1=C(C(=CC=C1)OC(F)(F)F)NC(OCC)=O (Ethyl [2-iodo-6-(trifluoromethoxy)phenyl]carbamate). Yield: 73.0%. As a reaction SMILES: [F:1][C:2]([F:17])([F:16])[O:3][C:4]1[CH:9]=[CH:8][CH:7]=[CH:6][C:5]=1[NH:10][C:11](=[O:15])[O:12][CH2:13][CH3:14].[I:18]I>C1CCCCC1.C1COCC1>[I:18][C:6]1[CH:7]=[CH:8][CH:9]=[C:4]([O:3][C:2]([F:16])([F:17])[F:1])[C:5]=1[NH:10][C:11](=[O:15])[O:12][CH2:13][CH3:14]. Reported procedure: A 1.4 M solution of sec-butyllithiuni in cyclohexane (3.0 mL) was added drop-wise to a solution of ethyl N-[2-(trifluoromethoxy)phenyl]carbamate (0.5000 g, 0.002006 mol) in THF (9 mL) at −70° C. After stirring for 1 hour a solution of iodine (0.51 g, 0.002 mol) in THF (1.0 mL) was added drop-wise at −70° C. Stirring was continued for another 1 hour then the mixture was quenched with saturated ammonium chloride solution. Water (50 mL) was added and the mixture extracted with diethyl ether (3×40 m...